Dataset: the Open Reaction Database (ORD), a public repository of structured organic reaction records. Task: describe an organic reaction: reactants, conditions, products, and yield Starting materials: CN(CC(=O)O)NC(=O)NCc1ccncc1, CCOC(OCC)C(C)N(Cc1cccc2cccnc12)C(=O)C(C)N. The product is CCOC(OCC)C(C)N(Cc1cccc2cccnc12)C(=O)C(C)NC(=O)CN(C)NC(=O)NCc1ccncc1. RXN SMILES: [CH3:1][N:2]([NH:3][C:4]([NH:5][CH2:6][c:7]1[cH:8][cH:9][n:10][cH:11][cH:12]1)=[O:13])[CH2:14][C:15](=[O:16])[OH:17].[NH2:18][CH:19]([C:20](=[O:21])[N:22]([CH2:23][c:24]1[cH:25][cH:26][cH:27][c:28]2[cH:29][cH:30][cH:31][n:32][c:33]12)[CH:34]([CH:35]([O:36][CH2:37][CH3:38])[O:39][CH2:40][CH3:41])[CH3:42])[CH3:43]>>[CH3:1][N:2]([NH:3][C:4]([NH:5][CH2:6][c:7]1[cH:8][cH:9][n:10][cH:11][cH:12]1)=[O:13])[CH2:14][C:15](=[O:17])[NH:18][CH:19]([C:20](=[O:21])[N:22]([CH2:23][c:24]1[cH:25][cH:26][cH:27][c:28]2[cH:29][cH:30][cH:31][n:32][c:33]12)[CH:34]([CH:35]([O:36][CH2:37][CH3:38])[O:39][CH2:40][CH3:41])[CH3:42])[CH3:43]. The reactants are B, B, C1CCOC1, CSC, OCC1(c2ccccc2)CCCN1c1ccccc1, OC(c1ccccc1)(c1ccccc1)C1CCCN1, O=C1CCS(=O)(=O)c2sccc21. The product is O=S1(=O)CCC(O)c2ccsc21. As a reaction SMILES: [BH3:32].[BH3:55].[CH2:56]1[O:57][CH2:58][CH2:59][CH2:60]1.[CH3:52][S:53][CH3:54].[c:13]1([C:14]2([CH2:15][OH:16])[CH2:17][CH2:18][CH2:19][N:20]2[c:21]2[cH:22][cH:23][cH:24][cH:25][cH:26]2)[cH:27][cH:28][cH:29][cH:30][cH:31]1.[c:33]1([C:34]([c:35]2[cH:36][cH:37][cH:38][cH:39][cH:40]2)([CH:41]2[CH2:42][CH2:43][CH2:44][NH:45]2)[OH:46])[cH:47][cH:48][cH:49][cH:50][cH:51]1.[s:1]1[cH:2][cH:3][c:4]2[c:5]1[S:6](=[O:11])(=[O:12])[CH2:7][CH2:8][C:9]2=[O:10]>>[s:1]1[cH:2][cH:3][c:4]2[c:5]1[S:6](=[O:11])(=[O:12])[CH2:7][CH2:8][CH:9]2[OH:10]. Reactants: FC(S(=O)(=O)OS(=O)(=O)C(F)(F)F)(F)F (Trifluoromethanesulfonic anhydride), ClCCl (dichloromethane), C(CCCCCCCCC)C=1C=C2C=C(C(=CC2=CC1)O)SC (6-decyl-3-methylthio-2-hydroxynaphthalene), N1=CC=CC=C1 (pyridine). The solvent is O (water), Cl (hydrochloric acid). Run at time 25 minute. Yields the product C(CCCCCCCCC)C=1C=C2C=C(C(=CC2=CC1)OS(=O)(=O)C(F)(F)F)SC (6-decyl-3-methylthio-2-(trifluoromethanesulfonyloxy)naphthalene). Isolated yield 105.7%. RXN SMILES: FC(F)(F)S([O:6][S:7]([C:10]([F:13])([F:12])[F:11])(=[O:9])=[O:8])(=O)=O.ClCCl.[CH2:19]([C:29]1[CH:30]=[C:31]2[C:36](=[CH:37][CH:38]=1)[CH:35]=[C:34](O)[C:33]([S:40][CH3:41])=[CH:32]2)[CH2:20][CH2:21][CH2:22][CH2:23][CH2:24][CH2:25][CH2:26][CH2:27][CH3:28].N1C=CC=CC=1>O.Cl>[CH2:19]([C:29]1[CH:30]=[C:31]2[C:36](=[CH:37][CH:38]=1)[CH:35]=[C:34]([O:6][S:7]([C:10]([F:11])([F:12])[F:13])(=[O:8])=[O:9])[C:33]([S:40][CH3:41])=[CH:32]2)[CH2:20][CH2:21][CH2:22][CH2:23][CH2:24][CH2:25][CH2:26][CH2:27][CH3:28]. Procedure details: Trifluoromethanesulfonic anhydride (3 ml, 15 mmol) was added to a dichloromethane (50 ml) solution of the obtained 6-decyl-3-methylthio-2-hydroxynaphthalene (3.63 g, 10 mmol) and pyridine (2.5 ml, 30 mmol) at 0° C. This solution was stirred at room temperature for 25 minutes. Then, the mixture was diluted with water (20 ml), and hydrochloric acid (4 M, 20 ml) was added. The mixture was extracted with dichloromethane (30 ml×3). The organic phases obtained by repeating the extraction three times w... Starting materials: [OH-].[Na+] (sodium hydroxide), ClC1=C(C(=O)NC2=C(C=C(C(=C2)OC2=NC=C(C=C2)[N+](=O)[O-])F)F)C=CC=C1C1(CC1)C#N (2-chloro-3-(1-cyanocyclopropyl)-N-{2,4-difluoro-5-[(5-nitropyridin-2-yl)oxy]phenyl}benzamide), [Cl-].[Ca+2].[Cl-] (calcium chloride), O (water). Reagents/catalysts: [Fe] (iron). The solvent is C(C)(=O)OCC (ethyl acetate), C(C)O (ethanol). Product: NC=1C=CC(=NC1)OC=1C(=CC(=C(C1)NC(C1=C(C(=CC=C1)C1(CC1)C#N)Cl)=O)F)F (N-{5-[(5-aminopyridin-2-yl)oxy]-2,4-difluorophenyl}-2-chloro-3-(1-cyanocyclopropyl)benzamide). Isolated yield 87.6%. As a reaction SMILES: [Cl:1][C:2]1[C:28]([C:29]2([C:32]#[N:33])[CH2:31][CH2:30]2)=[CH:27][CH:26]=[CH:25][C:3]=1[C:4]([NH:6][C:7]1[CH:12]=[C:11]([O:13][C:14]2[CH:19]=[CH:18][C:17]([N+:20]([O-])=O)=[CH:16][N:15]=2)[C:10]([F:23])=[CH:9][C:8]=1[F:24])=[O:5].[Cl-].[Ca+2].[Cl-].O.[OH-].[Na+]>C(O)C.[Fe].C(OCC)(=O)C>[NH2:20][C:17]1[CH:18]=[CH:19][C:14]([O:13][C:11]2[C:10]([F:23])=[CH:9][C:8]([F:24])=[C:7]([NH:6][C:4](=[O:5])[C:3]3[CH:25]=[CH:26][CH:27]=[C:28]([C:29]4([C:32]#[N:33])[CH2:30][CH2:31]4)[C:2]=3[Cl:1])[CH:12]=2)=[N:15][CH:16]=1 |f:1.2.3,5.6|. Procedure details: A mixed solution of 2-chloro-3-(1-cyanocyclopropyl)-N-{2,4-difluoro-5-[(5-nitropyridin-2-yl)oxy]phenyl}benzamide (5.20 g, 11 mmol), iron powder (1.24 g, 22 mmol) and calcium chloride (2.45 g, 22 mmol) in ethanol (80 mL)-water (20 mL) was stirred at 80° C. overnight. The reaction mixture was poured into 0.5N aqueous sodium hydroxide solution (500 mL), ethyl acetate (300 mL) was added, the mixture was stirred, and the insoluble material was filtered through celite. The ethyl acetate layer was sepa... Reaction conditions: time 3 hour. Solvent: CCOC(=O)C (EtOAc), C(=O)(O)[O-].[Na+] (NaHCO3), C1CCOC1 (THF). Yields the product C(C)(C)(C)OC(NCC1CCN(CC1)C=1C=CC=C2C=CC(=NC12)C(CO)O)=O (tert-butyl(1-(2-(1,2-dihydroxyethyl)quinolin-8-yl)piperidin-4-yl)methylcarbamate). RXN SMILES: [C:1]([O:5][C:6](=[O:32])[NH:7][CH2:8][CH:9]1[CH2:14][CH2:13][N:12]([C:15]2[CH:16]=[CH:17][CH:18]=[C:19]3[C:24]=2[N:23]=[C:22]([CH:25]2[CH2:29][O:28]C(C)(C)[O:26]2)[CH:21]=[CH:20]3)[CH2:11][CH2:10]1)([CH3:4])([CH3:3])[CH3:2].Cl>C1COCC1.CCOC(C)=O.C([O-])(O)=O.[Na+]>[C:1]([O:5][C:6](=[O:32])[NH:7][CH2:8][CH:9]1[CH2:14][CH2:13][N:12]([C:15]2[CH:16]=[CH:17][CH:18]=[C:19]3[C:24]=2[N:23]=[C:22]([CH:25]([OH:26])[CH2:29][OH:28])[CH:21]=[CH:20]3)[CH2:11][CH2:10]1)([CH3:4])([CH3:2])[CH3:3] |f:4.5|. Procedure details: To tert-butyl(1-(2-(2,2-dimethyl-1,3-dioxolan-4-yl)quinolin-8-yl)piperidin-4-yl)methylcarbamate (81 mg, 0.18 mmol) in THF (3 mL) was added HCl (20 mg, 0.55 mmol) (6M). The reaction was stirred for 3 hours at ambient temperature and then diluted with EtOAc (10 mL) and saturated NaHCO3 (5 mL). The phases were separated, and the organic layer was dried and concentrated to give crude product. The reactants are C(C)(C)(C)OC(NCC1CCN(CC1)C=1C=CC=C2C=CC(=NC12)C1OC(OC1)(C)C)=O (tert-butyl(1-(2-(2,2-dimethyl-1,3-dioxolan-4-yl)quinolin-8-yl)piperidin-4-yl)methylcarbamate), Cl (HCl).